Dataset: the Open Reaction Database (ORD), a public repository of structured organic reaction records. Task: describe an organic reaction: reactants, conditions, products, and yield The reactants are NC=1C(=NC=CC1)NC(C(C)(C)OC1=NC(=CC=C1)Cl)=O (N-(3-Amino-pyridin-2-yl)-2-(6-chloro-pyridin-2-yloxy)-2-methyl-propionamide), C(C)(=O)Cl (acetyl chloride). Yields the product C(C)(=O)NC=1C(=NC=CC1)NC(C(C)(C)OC1=NC(=CC=C1)Cl)=O (N-(3-Acetylamino-pyridin-2-yl)-2-(6-chloro-pyridin-2-yloxy)-2-methyl propionamide). Reaction SMILES: [NH2:1][C:2]1[C:3]([NH:8][C:9](=[O:21])[C:10]([O:13][C:14]2[CH:19]=[CH:18][CH:17]=[C:16]([Cl:20])[N:15]=2)([CH3:12])[CH3:11])=[N:4][CH:5]=[CH:6][CH:7]=1.[C:22](Cl)(=[O:24])[CH3:23]>>[C:22]([NH:1][C:2]1[C:3]([NH:8][C:9](=[O:21])[C:10]([O:13][C:14]2[CH:19]=[CH:18][CH:17]=[C:16]([Cl:20])[N:15]=2)([CH3:12])[CH3:11])=[N:4][CH:5]=[CH:6][CH:7]=1)(=[O:24])[CH3:23]. Reported procedure: Acetylation of N-(3-Amino-pyridin-2-yl)-2-(6-chloro-pyridin-2-yloxy)-2-methyl-propionamide using acetyl chloride gives N-(3-Acetylamino-pyridin-2-yl)-2-(6-chloro-pyridin-2-yloxy)-2-methyl propionamide 1H NMR (400 MHz, CDCl3):): δ 1.79 (s, 6H), 2.12 (s, 3H), 6.83 (d, 1H, J=8 Hz), 6.90 (d, 1H, J=8 Hz), 7.25 (t, 1H, J=8 Hz), 7.54 (t, 1H, J=8 Hz), 7.85 (brs, 1H), 8.14 (d, 1H, J=8 Hz), 8.26 (d, 1H, J=8 Hz), 9.61 (brs, 1H), MS (EI) m/z: 349 (M+1), mp: 185° C. The reactants are FC1=CC=C(C=C1)C=C(CO)C (3-(4-fluorophenyl)-2-methyl-2-propen-1-ol), S(=O)(Cl)Cl (thionyl chloride). Run in C(Cl)Cl (methylene chloride), C(Cl)Cl (methylene chloride). Conditions: time 2 hour. Yields the product ClCC(=CC1=CC=C(C=C1)F)C (1-Chloro-3-(4-fluorophenyl)-2-methyl-2-propene). As a reaction SMILES: [F:1][C:2]1[CH:7]=[CH:6][C:5]([CH:8]=[C:9]([CH3:12])[CH2:10]O)=[CH:4][CH:3]=1.S(Cl)([Cl:15])=O>C(Cl)Cl>[Cl:15][CH2:10][C:9]([CH3:12])=[CH:8][C:5]1[CH:6]=[CH:7][C:2]([F:1])=[CH:3][CH:4]=1. Reported procedure: To a solution of 53.6 g (0.32 mole) of 3-(4-fluorophenyl)-2-methyl-2-propen-1-ol in 100 ml methylene chloride was added dropwise a solution of 57.1 g (0.48 mole) of thionyl chloride in 100 ml methylene chloride. The reaction mixture was stirred at room temperature for 2 hours, then concentrated by rotary evaporation. The product was checked by NMR, then used crude in the reaction with ammonia. Reactants: N#Cc1ccc(C(=O)O)cc1, NCc1ccccc1. Reagents/catalysts: [B-](F)(F)(F)F.CN(C)C(=[N+](C)C)ON1C2=CC=CC=C2N=N1 (TBTU), CCN(C(C)C)C(C)C (DIPEA). The solvent is CN(C)C=O (DMF), CN(C)C=O (DMF), CN(C)C=O (DMF), CN(C)C=O (DMF), CN(C)C=O (DMF), CN(C)C=O (DMF). Reaction conditions: temperature 25 celsius, time 2 hour. Product: N#Cc1ccc(C(=O)NCc2ccccc2)cc1. Yield: 79.9%. RXN SMILES: NCc1ccccc1.N#Cc1ccc(C(=O)O)cc1.[B-](F)(F)(F)F.CN(C)C(=[N+](C)C)ON1C2=CC=CC=C2N=N1.CCN(C(C)C)C(C)C.CN(C)C=O>>N#Cc1ccc(C(=O)NCc2ccccc2)cc1.